From a dataset of the Open Reaction Database (ORD), a public repository of structured organic reaction records. describe an organic reaction: reactants, conditions, products, and yield Reactants: Cl.NC1=C(NC(=C1C(=O)OCC)C)C1=CC=CC=C1 (3-amino-4-carbethoxy-5-methyl-2-phenyl-pyrrole hydrochloride), C(=O)N (formamide). Yields the product CC=1NC(=C2N=CNC(C21)=O)C2=CC=CC=C2 (5-Methyl-7-phenyl-6H-pyrrolo[3,4-d]pyrimidine-4(3H)-one). RXN SMILES: Cl.[NH2:2][C:3]1[C:7]([C:8]([O:10]CC)=O)=[C:6]([CH3:13])[NH:5][C:4]=1[C:14]1[CH:19]=[CH:18][CH:17]=[CH:16][CH:15]=1.[CH:20]([NH2:22])=O>>[CH3:13][C:6]1[NH:5][C:4]([C:14]2[CH:15]=[CH:16][CH:17]=[CH:18][CH:19]=2)=[C:3]2[C:7]=1[C:8](=[O:10])[NH:22][CH:20]=[N:2]2 |f:0.1|. Reported procedure: A mixture of 3 g. (0.0107 mole) of 3-amino-4-carbethoxy-5-methyl-2-phenyl-pyrrole hydrochloride and 20 ml. (0.242 mole) of formamide are cautiously heated at 160° C for 16 hours. Upon cooling to room temperature the title compound precipitates as a solid substance, which is recovered by filtration and washed with water. Reactants: [H-].[Na+] (sodium hydride), CN(C)C=O (DMF), OCC1=CC=C(C=C1)C(=O)C=1C=NC=CC1 (3-[4-(hydroxymethyl)phenylcarbonyl]pyridine), C(C)(=O)OCCBr (2-bromoethyl acetate). The solvent is O (water). Run at time 1 hour. The product is C(C)OC(=O)COCC1=CC=C(C=C1)C(=O)C=1C=NC=CC1 (3-[4-(Ethoxycarbonylmethyloxymethyl)phenylcarbonyl]pyridine). As a reaction SMILES: [H-].[Na+].CN(C=O)C.[OH:8][CH2:9][C:10]1[CH:15]=[CH:14][C:13]([C:16]([C:18]2[CH:19]=[N:20][CH:21]=[CH:22][CH:23]=2)=[O:17])=[CH:12][CH:11]=1.[C:24]([O:27][CH2:28][CH2:29]Br)(=[O:26])[CH3:25]>O>[CH2:28]([O:27][C:24]([CH2:25][O:8][CH2:9][C:10]1[CH:11]=[CH:12][C:13]([C:16]([C:18]2[CH:19]=[N:20][CH:21]=[CH:22][CH:23]=2)=[O:17])=[CH:14][CH:15]=1)=[O:26])[CH3:29] |f:0.1|. Reported procedure: 150 mg of 60% sodium hydride was gradually added to 10 ml of a DMF solution of 666 mg of 3-[4-(hydroxymethyl)phenylcarbonyl]pyridine under ice cooling. The reaction solution was stirred at room temperature for 1 hour, then 0.4 ml of 2-bromoethyl acetate was added and the mixture was stirred under the same reaction conditions for 3 hours. After the reaction was completed, the reactive product was diluted with water, extracted with ethyl acetate, and the resultant product was washed with brine, th... The product is CC1=C(C=CC(=C1)C(F)(F)F)C(CC)=O (1-[2-Methyl-4-(trifluoromethyl)phenyl]propan-1-one). The yield is 82.4%. Run in C1CCOC1 (THF). Starting materials: C(CCC)[Li] (n-butyl lithium), BrC1=C(C=C(C=C1)C(F)(F)F)C (1-bromo-2-methyl-4-(trifluoromethyl)benzene), CON(C(CC)=O)C (N-methoxy-N-methylpropanamide). Reported procedure: Cool a solution of 1-bromo-2-methyl-4-(trifluoromethyl)benzene (2.00 g, 8.367 mmol) and THF (17 mL) to −71° C., and then add n-butyl lithium (2.5 M in hexanes, 9.204 mmol, 3.681 mL) over 5 minutes. Stir the mixture for 15 minutes at −71° C. Add N-methoxy-N-methylpropanamide (0.980 g, 8.367 mmol) to the mixture drop-wise over 3-4 minutes keeping temperature below −65° C. Continue to stir the solution at −71° C. for 15-20 minutes; then warm the solution to room temperature. Stir at room temperatur... Reaction conditions: temperature -71 celsius, time 15 minute. As a reaction SMILES: Br[C:2]1[CH:7]=[CH:6][C:5]([C:8]([F:11])([F:10])[F:9])=[CH:4][C:3]=1[CH3:12].C([Li])CCC.CON(C)[C:21](=[O:24])[CH2:22][CH3:23]>C1COCC1>[CH3:12][C:3]1[CH:4]=[C:5]([C:8]([F:11])([F:10])[F:9])[CH:6]=[CH:7][C:2]=1[C:21](=[O:24])[CH2:22][CH3:23]. Product: COc1ccc(C2Nc3c(OC)cccc3C(=O)N2c2ccc(OCCCl)cc2)cc1. Starting materials: CC(=O)O, CCO, COc1ccc(C=O)cc1, COc1cccc(C(=O)Nc2ccc(OCCCl)cc2)c1N. RXN SMILES: [CH3:33][C:34](=[O:35])[OH:36].[CH3:37][CH2:38][OH:39].[CH:23]([c:24]1[cH:25][cH:26][c:27]([O:30][CH3:31])[cH:28][cH:29]1)=[O:32].[NH2:1][c:2]1[c:3]([C:4](=[O:5])[NH:6][c:7]2[cH:8][cH:9][c:10]([O:13][CH2:14][CH2:15][Cl:16])[cH:11][cH:12]2)[cH:17][cH:18][cH:19][c:20]1[O:21][CH3:22]>>[NH:1]1[c:2]2[c:3]([cH:17][cH:18][cH:19][c:20]2[O:21][CH3:22])[C:4](=[O:5])[N:6]([c:7]2[cH:8][cH:9][c:10]([O:13][CH2:14][CH2:15][Cl:16])[cH:11][cH:12]2)[CH:23]1[c:24]1[cH:25][cH:26][c:27]([O:30][CH3:31])[cH:28][cH:29]1. Reactants: O=C([O-])[O-], COc1cc([N+](=O)[O-])ccc1O, ClCCN1CCOCC1, Cl, [K+], [K+], CN(C)C=O. Yields the product COc1cc([N+](=O)[O-])ccc1OCCN1CCOCC1. Reaction SMILES: [C:13](=[O:14])([O-:15])[O-:16].[CH3:1][O:2][c:3]1[c:4]([OH:12])[cH:5][cH:6][c:7]([N+:9](=[O:10])[O-:11])[cH:8]1.[Cl:20][CH2:21][CH2:22][N:23]1[CH2:24][CH2:25][O:26][CH2:27][CH2:28]1.[ClH:19].[K+:17].[K+:18].[O:29]=[CH:30][N:31]([CH3:32])[CH3:33]>>[CH3:1][O:2][c:3]1[c:4]([O:12][CH2:21][CH2:22][N:23]2[CH2:24][CH2:25][O:26][CH2:27][CH2:28]2)[cH:5][cH:6][c:7]([N+:9](=[O:10])[O-:11])[cH:8]1. Starting materials: ClC=1N=C(C2=C(N1)C=CC(=N2)CN2CC(C2)N2CCOCC2)N2CCOCC2 (4-(1-((2-chloro-4-morpholinopyrido[3,2-d]pyrimidin-6-yl)methyl)azetidin-3-yl)morpholine), CO[C@@H](C)C1=NC2=C(N1)C=CC=C2 ((S)-2-(1-methoxyethyl)-1H-benzo[d]imidazole). Product: CO[C@@H](C)C1=NC2=C(N1C=1N=C(C3=C(N1)C=CC(=N3)CN3CC(C3)N3CCOCC3)N3CCOCC3)C=CC=C2 ((S)-4-(1-((2-(2-(1-methoxyethyl)-1H-benzo[d]imidazol-1-yl)-4-morpholinopyrido[3,2-d]pyrimidin-6-yl)methyl)azetidin-3-yl)morpholine). RXN SMILES: Cl[C:2]1[N:3]=[C:4]([N:23]2[CH2:28][CH2:27][O:26][CH2:25][CH2:24]2)[C:5]2[N:11]=[C:10]([CH2:12][N:13]3[CH2:16][CH:15]([N:17]4[CH2:22][CH2:21][O:20][CH2:19][CH2:18]4)[CH2:14]3)[CH:9]=[CH:8][C:6]=2[N:7]=1.[CH3:29][O:30][C@H:31]([C:33]1[NH:37][C:36]2[CH:38]=[CH:39][CH:40]=[CH:41][C:35]=2[N:34]=1)[CH3:32]>>[CH3:29][O:30][C@H:31]([C:33]1[N:34]([C:2]2[N:3]=[C:4]([N:23]3[CH2:28][CH2:27][O:26][CH2:25][CH2:24]3)[C:5]3[N:11]=[C:10]([CH2:12][N:13]4[CH2:16][CH:15]([N:17]5[CH2:22][CH2:21][O:20][CH2:19][CH2:18]5)[CH2:14]4)[CH:9]=[CH:8][C:6]=3[N:7]=2)[C:35]2[CH:41]=[CH:40][CH:39]=[CH:38][C:36]=2[N:37]=1)[CH3:32]. Procedure: Following General procedure D, 4-(1-((2-chloro-4-morpholinopyrido[3,2-d]pyrimidin-6-yl)methyl)azetidin-3-yl)morpholine from Example 126 was reacted with (S)-2-(1-methoxyethyl)-1H-benzo[d]imidazole to give 150. 1H NMR (400 MHz, DMSO) δ 8.18 (d, J=8.6 Hz, 1H), 8.01 (dd, J=6.7, 1.8 Hz, 1H), 7.84 (d, J=8.7 Hz, 1H), 7.73 (dd, J=6.7, 2.1 Hz, 1H), 7.38-7.24 (m, 2H), 5.50 (q, J=6.4 Hz, 1H), 4.53 (br s, 4H), 3.92-3.79 (m, 6H), 3.63-3.52 (m, 4H), 3.45 (t, J=6.2 Hz, 2H), 3.09 (s, 3H), 2.97 (overlapping m, ... Reactants: COC(CBr)=O (bromoacetic acid methyl ester), CSCCNCCSC (bis-(2-methylthioethyl)-amine), C(C)(C)N(CC)C(C)C (diisopropylethylamine), C(Cl)Cl (methylene chloride). Run in C(C)#N (acetonitrile), C(C)#N (acetonitrile), C(C)#N (acetonitrile). Run at time 18 hour. Product: COC(CN(CCSC)CCSC)=O (N,N-bis-(2-methylthioethyl)-glycine methyl ester). RXN SMILES: [CH3:1][S:2][CH2:3][CH2:4][NH:5][CH2:6][CH2:7][S:8][CH3:9].C(N(C(C)C)CC)(C)C.[CH3:19][O:20][C:21](=[O:24])[CH2:22]Br.C(Cl)Cl>C(#N)C>[CH3:19][O:20][C:21](=[O:24])[CH2:22][N:5]([CH2:6][CH2:7][S:8][CH3:9])[CH2:4][CH2:3][S:2][CH3:1]. Procedure: 165 mg of bis-(2-methylthioethyl)-amine (Example 8b) is dissolved in 20 ml of acetonitrile and mixed with 174 μl of diisopropylethylamine. 92.7 μl of bromoacetic acid methyl ester, dissolved in 20 ml of acetonitrile, is added in drops under a cover-gas atmosphere, and the batch is stirred for 18 hours at room temperature. The acetonitrile is drawn off, the residue is taken up with methylene chloride and washed twice with saturated sodium bicarbonate solution. The organic phase is dried with sodi... The solvent is CO (methanol), C(C)(=O)OCC (ethyl acetate). Yields the product C(#N)CCOC1=C(C=CC(=C1)C)C (1-(2-cyanoethoxy)-2,5-dimethylbenzene). Reported procedure: A mixture of 15.0 g of 2,5-dimethylphenol, 16.17 mL of acrylonitrile, and 0.75 mL of Triton-B (a 40% solution of benzyltrimethylammonium hydroxide in methanol) is heated to reflux overnight. The mixture is diluted with ethyl acetate and washed four times with 5% aqueous sodium hydroxide solution, two times with 3N hydrochloric solution, and two times with water. Drying of the organic layer with sodium sulfate, followed by filtration and evaporation provides 17.4 g of 1-(2-cyanoethoxy)-2,5-dimeth... The reactants are CC1=C(C=C(C=C1)C)O (2,5-dimethylphenol), C(C=C)#N (acrylonitrile), solution, [OH-].C(C1=CC=CC=C1)[N+](C)(C)C (benzyltrimethylammonium hydroxide). Reaction SMILES: [CH3:1][C:2]1[CH:7]=[CH:6][C:5]([CH3:8])=[CH:4][C:3]=1[OH:9].[C:10](#[N:13])[CH:11]=[CH2:12].[OH-].C([N+](C)(C)C)C1C=CC=CC=1>CO.C(OCC)(=O)C>[C:10]([CH2:11][CH2:12][O:9][C:3]1[CH:4]=[C:5]([CH3:8])[CH:6]=[CH:7][C:2]=1[CH3:1])#[N:13] |f:2.3|.